From a dataset of the Open Reaction Database (ORD), a public repository of structured organic reaction records. describe an organic reaction: reactants, conditions, products, and yield The product is C(C1=CC=CC=C1)OC1=CC(N(C=C1)C=1C=C2C=NN(C2=CC1)CCCO)=O (4-(benzyloxy)-1-(1-(3-hydroxypropyl)-1H-indazol-5-yl)pyridin-2(1H)-one). Run in C1CCOC1 (THF). Procedure: To a solution of 4-(benzyloxy)-1-(1H-indazol-5-yl)pyridine-2(1H)-one (200 mg, 0.63 mmol) in DMSO (5 mL) was added Cs2CO3 (1.03 g, 3.15 mmol) and (3-bromopropoxy)-tert-butyldimethylsilane (0.15 mL, 0.66 mmol). After stirring overnight at ambient temperature under argon, the reaction mixture was filtered through a layer of Celite and concentrated. Purification by flash column chromatography (silica gel, EtOAc/hexanes, 50:50) gave 4-(benzyloxy)-1-(1-(3-(tert-butyldimethylsilyloxy)propyl)-1H-indazol... Reactants: C(C1=CC=CC=C1)OC1=CC(N(C=C1)C=1C=C2C=NN(C2=CC1)CCCO[Si](C)(C)C(C)(C)C)=O (4-(benzyloxy)-1-(1-(3-(tert-butyldimethylsilyloxy)propyl)-1H-indazol-5-yl)pyridin-2(1H)-one), CCCC[N+](CCCC)(CCCC)CCCC.[F-] (TBAF), O (H2O). As a reaction SMILES: [CH2:1]([O:8][C:9]1[CH:14]=[CH:13][N:12]([C:15]2[CH:16]=[C:17]3[C:21](=[CH:22][CH:23]=2)[N:20]([CH2:24][CH2:25][CH2:26][O:27][Si](C(C)(C)C)(C)C)[N:19]=[CH:18]3)[C:11](=[O:35])[CH:10]=1)[C:2]1[CH:7]=[CH:6][CH:5]=[CH:4][CH:3]=1.CCCC[N+](CCCC)(CCCC)CCCC.[F-].O>C1COCC1>[CH2:1]([O:8][C:9]1[CH:14]=[CH:13][N:12]([C:15]2[CH:16]=[C:17]3[C:21](=[CH:22][CH:23]=2)[N:20]([CH2:24][CH2:25][CH2:26][OH:27])[N:19]=[CH:18]3)[C:11](=[O:35])[CH:10]=1)[C:2]1[CH:7]=[CH:6][CH:5]=[CH:4][CH:3]=1 |f:1.2|. Isolated yield 88.0%. The reactants are CN(C(=O)c1cc2c(s1)-c1ccc(Br)cc1OCC2)c1cc(C(=O)N2CCN(C(=O)OC(C)(C)C)CC2)ccc1Cl, O=C([O-])[O-], CN, Cc1ccccc1, Cl, [Na+], [Na+], CC(=O)[O-], CC(=O)[O-], [Pd+2]. The product is CNC(=O)c1ccc2c(c1)OCCc1cc(C(=O)N(C)c3cc(C(=O)N4CCN(C(=O)OC(C)(C)C)CC4)ccc3Cl)sc1-2. RXN SMILES: [Br:1][c:2]1[cH:3][cH:4][c:5]2[c:6]([cH:41]1)[O:7][CH2:8][CH2:9][c:10]1[c:11]-2[s:12][c:13]([C:15](=[O:16])[N:17]([CH3:18])[c:19]2[cH:20][c:21]([C:22](=[O:23])[N:24]3[CH2:25][CH2:26][N:27]([C:30](=[O:31])[O:32][C:33]([CH3:34])([CH3:35])[CH3:36])[CH2:28][CH2:29]3)[cH:37][cH:38][c:39]2[Cl:40])[cH:14]1.[C:45]([O-:46])([O-:47])=[O:48].[CH3:42][NH2:43].[CH3:51][c:52]1[cH:53][cH:54][cH:55][cH:56][cH:57]1.[ClH:44].[Na+:49].[Na+:50].[O-:59][C:60]([CH3:61])=[O:62].[O-:63][C:64]([CH3:65])=[O:66].[Pd+2:58]>>[c:2]1([C:45]([NH:43][CH3:42])=[O:48])[cH:3][cH:4][c:5]2[c:6]([cH:41]1)[O:7][CH2:8][CH2:9][c:10]1[c:11]-2[s:12][c:13]([C:15](=[O:16])[N:17]([CH3:18])[c:19]2[cH:20][c:21]([C:22](=[O:23])[N:24]3[CH2:25][CH2:26][N:27]([C:30](=[O:31])[O:32][C:33]([CH3:34])([CH3:35])[CH3:36])[CH2:28][CH2:29]3)[cH:37][cH:38][c:39]2[Cl:40])[cH:14]1.